This data is from the Open Reaction Database (ORD), a public repository of structured organic reaction records. The task is: describe an organic reaction: reactants, conditions, products, and yield Reactants: C1CCOC1, C=CCc1c(F)ccc([N+](=O)[O-])c1C(=O)OC, B1C2CCCC1CCC2, [Na+], [OH-], OO. Yields the product COC(=O)c1c([N+](=O)[O-])ccc(F)c1CCCO. As a reaction SMILES: [CH2:31]1[O:32][CH2:33][CH2:34][CH2:35]1.[CH3:10][O:11][C:12]([c:13]1[c:14]([CH2:23][CH:24]=[CH2:25])[c:15]([F:22])[cH:16][cH:17][c:18]1[N+:19](=[O:20])[O-:21])=[O:26].[CH:1]12[CH2:2][CH2:3][CH2:4][CH:5]([BH:6]1)[CH2:7][CH2:8][CH2:9]2.[Na+:28].[OH-:27].[OH:29][OH:30]>>[CH3:10][O:11][C:12]([c:13]1[c:14]([CH2:23][CH2:24][CH2:25][OH:27])[c:15]([F:22])[cH:16][cH:17][c:18]1[N+:19](=[O:20])[O-:21])=[O:26]. The reactants are COC1CCN(C(=O)c2cc3nccc(Cl)c3s2)C1, Cc1[nH]c2ccc(N)cc2c1Cl. Product: COC1CCN(C(=O)c2cc3nccc(Nc4ccc5[nH]c(C)c(Cl)c5c4)c3s2)C1. As a reaction SMILES: [Cl:1][c:2]1[c:3]2[c:4]([n:5][cH:6][cH:7]1)[cH:8][c:9]([C:11](=[O:12])[N:13]1[CH2:14][CH:15]([O:18][CH3:19])[CH2:16][CH2:17]1)[s:10]2.[Cl:20][c:21]1[c:22]([CH3:31])[nH:23][c:24]2[cH:25][cH:26][c:27]([NH2:30])[cH:28][c:29]12>>[c:2]1([NH:30][c:27]2[cH:26][cH:25][c:24]3[nH:23][c:22]([CH3:31])[c:21]([Cl:20])[c:29]3[cH:28]2)[c:3]2[c:4]([n:5][cH:6][cH:7]1)[cH:8][c:9]([C:11](=[O:12])[N:13]1[CH2:14][CH:15]([O:18][CH3:19])[CH2:16][CH2:17]1)[s:10]2. Reactants: C1(CCCC1)C1=CC=C(C(=O)CCC(=O)O)C=C1 (3-(p-cyclopentylbenzoyl)propionic acid), O.NN (hydrazine hydrate). Run in C(C)O (ethanol). The product is C1(CCCC1)C1=CC=C(C=C1)C=1CCC(NN1)=O (6-(p-Cyclopentylphenyl)-4,5-dihydro-3(2H)-pyridazinone). RXN SMILES: [CH:1]1([C:6]2[CH:18]=[CH:17][C:9]([C:10]([CH2:12][CH2:13][C:14](O)=[O:15])=O)=[CH:8][CH:7]=2)[CH2:5][CH2:4][CH2:3][CH2:2]1.O.[NH2:20][NH2:21]>C(O)C>[CH:1]1([C:6]2[CH:18]=[CH:17][C:9]([C:10]3[CH2:12][CH2:13][C:14](=[O:15])[NH:20][N:21]=3)=[CH:8][CH:7]=2)[CH2:5][CH2:4][CH2:3][CH2:2]1 |f:1.2|. Procedure details: A solution of 3-(p-cyclopentylbenzoyl)propionic acid (4.9 g.) in warm ethanol (50 ml.) was treated with hydrazine hydrate (1.1 g.) and the mixture heated on the steam bath for 1 hour. The colourless crystalline material which separated, was collected and recrystallised from ethanol to yield the product (4.2 g.) in large, colourless needles, m.p. 191°-192° C. The reactants are CC=1N=C(N=NC1C)SC (5,6-Dimethyl-3-methylthio-1,2,4-triazine), [OH-].[K+] (potassium hydroxide), [BH4-].[Na+] (sodium borohydride). Product: CC1NC(NN=C1C)=O (5,6-dimethyl-4,5-dihydro-1,2,4-triazin-3(2H)-one). Yield: 35.4%. Reaction SMILES: [CH3:1][C:2]1[N:3]=[C:4](SC)[N:5]=[N:6][C:7]=1[CH3:8].[OH-:11].[K+].[BH4-].[Na+]>>[CH3:1][CH:2]1[C:7]([CH3:8])=[N:6][NH:5][C:4](=[O:11])[NH:3]1 |f:1.2,3.4|. Procedure details: 5,6-Dimethyl-3-methylthio-1,2,4-triazine (2.48 g) was reacted with potassium hydroxide (1.792 g), and the reaction mixture was reduced by sodium borohydride (0.907 g) in a similar manner to that of Example 32-(3). The above reaction mixture was concentrated, and the residue was treated with 10% hydrochloric acid and then evaporated under reduced pressure. The resultant solid was extracted with a mixture of chloroform and methanol. The extract was evaporated, and the resultant residue was dissolv...